From a dataset of the Open Reaction Database (ORD), a public repository of structured organic reaction records. describe an organic reaction: reactants, conditions, products, and yield The reactants are BrC1=CC(=CC=2C(OC(NC21)=O)(C)C)O (8-bromo-6-hydroxy-4,4-dimethyl-4H-3,1-benzoxazin-2-one), ClC=1C=C(C=CC1Cl)S(=O)CCCCBr (4-(3,4-dichloro-phenylsulfinyl)-butylbromide). Yields the product BrC1=CC(=CC=2C(OC(NC21)=O)(C)C)OCCCCS(=O)C2=CC(=C(C=C2)Cl)Cl (8-Bromo-6-[4-(3,4-dichloro-phenylsulfinyl)-butoxy]-4,4-dimethyl-4H-3,1-benzoxazin-2-one). As a reaction SMILES: [Br:1][C:2]1[C:11]2[NH:10][C:9](=[O:12])[O:8][C:7]([CH3:14])([CH3:13])[C:6]=2[CH:5]=[C:4]([OH:15])[CH:3]=1.[Cl:16][C:17]1[CH:18]=[C:19]([S:24]([CH2:26][CH2:27][CH2:28][CH2:29]Br)=[O:25])[CH:20]=[CH:21][C:22]=1[Cl:23]>>[Br:1][C:2]1[C:11]2[NH:10][C:9](=[O:12])[O:8][C:7]([CH3:13])([CH3:14])[C:6]=2[CH:5]=[C:4]([O:15][CH2:29][CH2:28][CH2:27][CH2:26][S:24]([C:19]2[CH:20]=[CH:21][C:22]([Cl:23])=[C:17]([Cl:16])[CH:18]=2)=[O:25])[CH:3]=1. Reported procedure: Prepared analogously to Example 4 from 8-bromo-6-hydroxy-4,4-dimethyl-4H-3,1-benzoxazin-2-one and 4-(3,4-dichloro-phenylsulfinyl)-butylbromide. Starting materials: CC=1N(C(=CC1)C)C=1C=C(C=CC1C)C=1C(NN=CC1)=O (4-[3-(2,5-dimethyl-pyrrol-1-yl)-4-methyl-phenyl]-2H-pyridazin-3-one), C[Si](N[Si](C)(C)C)(C)C.[K] (potassium hexamethyldisilazane), O (Water), CI (methyl iodide). Solvent: CN(C)C=O (DMF). Reaction conditions: temperature 0 celsius, time 10 minute. Product: CC=1N(C(=CC1)C)C=1C=C(C=CC1C)C=1C(N(N=CC1)C)=O (4-[3-(2,5-dimethyl-pyrrol-1-yl)-4-methyl-phenyl]-2-methyl-2H-pyridazin-3-one). The yield is 100.0%. As a reaction SMILES: [CH3:1][C:2]1[N:3]([C:8]2[CH:9]=[C:10]([C:15]3[C:16](=[O:21])[NH:17][N:18]=[CH:19][CH:20]=3)[CH:11]=[CH:12][C:13]=2[CH3:14])[C:4]([CH3:7])=[CH:5][CH:6]=1.[CH3:22][Si](C)(C)N[Si](C)(C)C.[K].CI.O>CN(C=O)C>[CH3:7][C:4]1[N:3]([C:8]2[CH:9]=[C:10]([C:15]3[C:16](=[O:21])[N:17]([CH3:22])[N:18]=[CH:19][CH:20]=3)[CH:11]=[CH:12][C:13]=2[CH3:14])[C:2]([CH3:1])=[CH:6][CH:5]=1 |f:1.2,^1:30|. Reported procedure: To a solution of 4-[3-(2,5-dimethyl-pyrrol-1-yl)-4-methyl-phenyl]-2H-pyridazin-3-one (1.0 g, 3.58 mmol) in DMF (10 ml) was added potassium hexamethyldisilazane (7.88 ml of 0.5M toluene solution, 3.94 mmol) at 0° C. The mixture was stirred at 0° C. for 10 minutes, and methyl iodide (0.267 ml, 4.30 mmol) was added. The mixture was aloud to reach room temperature and was stirred for 24 hours. Water was added and the product was extracted with EtOAc. The combined organic extracts were washed with wa... Reactants: O=C([O-])O, C=CCOc1ccc(C2C(O)CN(C(=O)OCc3ccccc3)CC2O[Si](C(C)C)(C(C)C)C(C)C)cc1, CN(C)C=O, COCCCN1C(=O)COc2ccc(CCl)cc21, [H-], [Na+], [Na+]. Yields the product C=CCOc1ccc(C2C(OCc3ccc4c(c3)N(CCCOC)C(=O)CO4)CN(C(=O)OCc3ccccc3)CC2O[Si](C(C)C)(C(C)C)C(C)C)cc1. Reaction SMILES: [C:59](=[O:60])([OH:61])[O-:62].[CH2:3]([CH:4]=[CH2:5])[O:6][c:7]1[cH:8][cH:9][c:10]([CH:13]2[CH:14]([OH:40])[CH2:15][N:16]([C:30](=[O:31])[O:32][CH2:33][c:34]3[cH:35][cH:36][cH:37][cH:38][cH:39]3)[CH2:17][CH:18]2[O:19][Si:20]([CH:21]([CH3:22])[CH3:23])([CH:24]([CH3:25])[CH3:26])[CH:27]([CH3:28])[CH3:29])[cH:11][cH:12]1.[CH3:64][N:65]([CH3:66])[CH:67]=[O:68].[Cl:41][CH2:42][c:43]1[cH:44][cH:45][c:46]2[c:47]([cH:58]1)[N:48]([CH2:53][CH2:54][CH2:55][O:56][CH3:57])[C:49](=[O:52])[CH2:50][O:51]2.[H-:1].[Na+:2].[Na+:63]>>[CH2:3]([CH:4]=[CH2:5])[O:6][c:7]1[cH:8][cH:9][c:10]([CH:13]2[CH:14]([O:40][CH2:42][c:43]3[cH:44][cH:45][c:46]4[c:47]([cH:58]3)[N:48]([CH2:53][CH2:54][CH2:55][O:56][CH3:57])[C:49](=[O:52])[CH2:50][O:51]4)[CH2:15][N:16]([C:30](=[O:31])[O:32][CH2:33][c:34]3[cH:35][cH:36][cH:37][cH:38][cH:39]3)[CH2:17][CH:18]2[O:19][Si:20]([CH:21]([CH3:22])[CH3:23])([CH:24]([CH3:25])[CH3:26])[CH:27]([CH3:28])[CH3:29])[cH:11][cH:12]1. Starting materials: CN(C)C(=S)Cl, COc1cc(O)cc(OC)c1, [H-], [Na+], CN(C)C=O. Product: COc1cc(OC)cc(OC(=S)N(C)C)c1. As a reaction SMILES: [CH3:12][N:13]([C:14](=[S:15])[Cl:16])[CH3:17].[CH3:1][O:2][c:3]1[cH:4][c:5]([OH:11])[cH:6][c:7]([O:9][CH3:10])[cH:8]1.[H-:18].[Na+:19].[O:20]=[CH:21][N:22]([CH3:23])[CH3:24]>>[CH3:1][O:2][c:3]1[cH:4][c:5]([O:11][C:14]([N:13]([CH3:12])[CH3:17])=[S:15])[cH:6][c:7]([O:9][CH3:10])[cH:8]1. Starting materials: BrC=1C=C2C=C(C=C(C2=CC1)C)OC (6-bromo-3-methoxy-1-methyl-naphthalene). Run in Br.C(C)(=O)O (HBr acetic acid). Product: BrC1=CC=C2C(=CC(=CC2=C1)O)C (7-bromo-4-methyl-naphthalen-2-ol). As a reaction SMILES: [Br:1][C:2]1[CH:3]=[C:4]2[C:9](=[CH:10][CH:11]=1)[C:8]([CH3:12])=[CH:7][C:6]([O:13]C)=[CH:5]2>Br.C(O)(=O)C>[Br:1][C:2]1[CH:3]=[C:4]2[C:9]([C:8]([CH3:12])=[CH:7][C:6]([OH:13])=[CH:5]2)=[CH:10][CH:11]=1 |f:1.2|. Procedure: The suspension of 6-bromo-3-methoxy-1-methyl-naphthalene (3.7 g, 0.015 mol), from Step 4, in 38% HBr-acetic acid (20 mL) was refluxed for 16 h. The mixture was then extracted in ethyl acetate and the extract was basified with 10% sodium hydroxide solution and the layers were separated. The aqueous layer was acidified with dil. HCl and extracted with ethyl acetate. The organic layer was washed with brine, dried and concentrated to give 7-bromo-4-methyl-naphthalen-2-ol, 1.9 g which was used as suc...